Dataset: the Open Reaction Database (ORD), a public repository of structured organic reaction records. Task: describe an organic reaction: reactants, conditions, products, and yield Starting materials: CN(C)CCNS(=O)(=O)c1cc(N)c(Cl)s1, O=C(O)c1cnn2c(C(F)F)cc(-c3ccc(C(F)(F)F)cc3)nc12. The product is CN(C)CCNS(=O)(=O)c1cc(NC(=O)c2cnn3c(C(F)F)cc(-c4ccc(C(F)(F)F)cc4)nc23)c(Cl)s1. As a reaction SMILES: [CH3:26][N:27]([CH2:28][CH2:29][NH:30][S:31](=[O:32])(=[O:33])[c:34]1[s:35][c:36]([Cl:40])[c:37]([NH2:39])[cH:38]1)[CH3:41].[F:1][CH:2]([c:3]1[cH:4][c:5](-[c:15]2[cH:16][cH:17][c:18]([C:21]([F:22])([F:23])[F:24])[cH:19][cH:20]2)[n:6][c:7]2[n:8]1[n:9][cH:10][c:11]2[C:12](=[O:13])[OH:14])[F:25]>>[F:1][CH:2]([c:3]1[cH:4][c:5](-[c:15]2[cH:16][cH:17][c:18]([C:21]([F:22])([F:23])[F:24])[cH:19][cH:20]2)[n:6][c:7]2[n:8]1[n:9][cH:10][c:11]2[C:12](=[O:13])[NH:39][c:37]1[c:36]([Cl:40])[s:35][c:34]([S:31]([NH:30][CH2:29][CH2:28][N:27]([CH3:26])[CH3:41])(=[O:32])=[O:33])[cH:38]1)[F:25]. Reactants: C(C1=CC=CC=C1)Cl (Benzyl chloride), OC=1C=C(CC#N)C=C(C1O)F (3,4-Dihydroxy-5-fluorobenzylcyanide), C(=O)([O-])[O-].[K+].[K+] (K2CO3). Yields the product C(C1=CC=CC=C1)OC=1C=C(CC#N)C=C(C1OCC1=CC=CC=C1)F (3,4-Dibenzyloxy-5-fluorobenzylcyanide). Isolated yield 80.0%. As a reaction SMILES: [CH2:1](Cl)[C:2]1[CH:7]=[CH:6][CH:5]=[CH:4][CH:3]=1.[OH:9][C:10]1[CH:11]=[C:12]([CH:16]=[C:17]([F:20])[C:18]=1O)[CH2:13][C:14]#[N:15].[C:21]([O-:24])([O-])=O.[K+].[K+]>>[CH2:1]([O:9][C:10]1[CH:11]=[C:12]([CH:16]=[C:17]([F:20])[C:18]=1[O:24][CH2:21][C:2]1[CH:7]=[CH:6][CH:5]=[CH:4][CH:3]=1)[CH2:13][C:14]#[N:15])[C:2]1[CH:7]=[CH:6][CH:5]=[CH:4][CH:3]=1 |f:2.3.4|. Procedure: Benzyl chloride (0.54 mL), 4.5 mmol) was added to a solution of 3,4-dihydroxy-5-fluorobenzylcyanide 16 (330 mg, 2 mmol), K2CO3 (620 mg, 4.5 mmol) and KI (50 mg) in DMK (10 mL). The mixture was heated at reflux for 4 h, cooled and concentrated under reduced pressure. The residue was dissolved in H2O (10 mL), and EtOAc (10 mL). The organic layer was washed with brine (2×10 mL), H2O (2×10 mL), dried with anhydrous MgSO4 and concentrated under reduced pressure to an oil. The oil was purified by flas... The reactants are FC(C1=CC=C(C=C1)C1=C(C=NO1)C(=O)O)(F)F (5-(4-trifluoromethylphenyl)isoxazole-4-carboxylic acid), C(C(=O)O)(=O)O.ClC1=CC=C(C=C1)C1CNCC1 (3-(4-chlorophenyl)pyrrolidine oxalate). As a reaction SMILES: [F:1][C:2]([F:18])([F:17])[C:3]1[CH:8]=[CH:7][C:6]([C:9]2[O:13][N:12]=[CH:11][C:10]=2[C:14]([OH:16])=O)=[CH:5][CH:4]=1.C(O)(=O)C(O)=O.[Cl:25][C:26]1[CH:31]=[CH:30][C:29]([CH:32]2[CH2:36][CH2:35][NH:34][CH2:33]2)=[CH:28][CH:27]=1>>[Cl:25][C:26]1[CH:27]=[CH:28][C:29]([CH:32]2[CH2:36][CH2:35][N:34]([C:14]([C:10]3[CH:11]=[N:12][O:13][C:9]=3[C:6]3[CH:5]=[CH:4][C:3]([C:2]([F:1])([F:18])[F:17])=[CH:8][CH:7]=3)=[O:16])[CH2:33]2)=[CH:30][CH:31]=1 |f:1.2|. Product: ClC1=CC=C(C=C1)C1CN(CC1)C(=O)C=1C=NOC1C1=CC=C(C=C1)C(F)(F)F (4-{[3-(4-Chlorophenyl)pyrrolidin-1-yl]carbonyl}-5-[4-(trifluoromethyl)phenyl]isoxazole), solid. Reported procedure: The title compound was prepared from 5-(4-trifluoromethylphenyl)isoxazole-4-carboxylic acid (12.9 mg, 0.050 mmol) and 3-(4-chlorophenyl)pyrrolidine oxalate (16.3 mg, 0.060 mmol) as described in synthetic method C and thereafter purified by preparative HPLC method B to give a solid (5.4 mg). Calcd for C21H16ClF3N2O2: 420.0852, found 420.0855. Starting materials: CC(=O)C1(c2ccsc2-c2ccccc2)CCN(C#N)CC1, Cl. Yields the product CC(=O)C1(c2ccsc2-c2ccccc2)CCNCC1, Cl. Reaction SMILES: [C:1]([CH3:2])(=[O:3])[C:4]1([c:12]2[c:13](-[c:17]3[cH:18][cH:19][cH:20][cH:21][cH:22]3)[s:14][cH:15][cH:16]2)[CH2:5][CH2:6][N:7]([C:10]#[N:11])[CH2:8][CH2:9]1.[ClH:23]>>[C:1]([CH3:2])(=[O:3])[C:4]1([c:12]2[c:13](-[c:17]3[cH:18][cH:19][cH:20][cH:21][cH:22]3)[s:14][cH:15][cH:16]2)[CH2:5][CH2:6][NH:7][CH2:8][CH2:9]1.[ClH:23]. RXN SMILES: C(OC([N:8]1[CH2:12][C@@H:11]([C:13]2[C:21]3[C:16](=[CH:17][CH:18]=[CH:19][CH:20]=3)[NH:15][CH:14]=2)[C@H:10]([C:22]2[C:32]3=[C:33]4[C:28](=[CH:29][CH:30]=[CH:31]3)[CH2:27][CH2:26][CH2:25][N:24]4[CH:23]=2)[CH2:9]1)=O)(C)(C)C.[ClH:34].O1CCOCC1>C(Cl)Cl>[ClH:34].[NH:15]1[C:16]2[C:21](=[CH:20][CH:19]=[CH:18][CH:17]=2)[C:13]([C@@H:11]2[CH2:12][NH:8][CH2:9][C@H:10]2[C:22]2[C:32]3=[C:33]4[C:28](=[CH:29][CH:30]=[CH:31]3)[CH2:27][CH2:26][CH2:25][N:24]4[CH:23]=2)=[CH:14]1 |f:4.5|. Reactants: C(C)(C)(C)OC(=O)N1C[C@H]([C@@H](C1)C1=CNC2=CC=CC=C12)C1=CN2CCCC3=CC=CC1=C23 ((3R,4R)-3-(5,6-dihydro-4H-pyrrolo[3,2,1-ij]quinolin-1-yl)-4-(1H-indol-3-yl)-pyrrolidine-1-carboxylic acid tert-butyl ester), Cl (HCl), O1CCOCC1 (dioxane). Procedure: To a solution of (3R,4R)-3-(5,6-dihydro-4H-pyrrolo[3,2,1-ij]quinolin-1-yl)-4-(1H-indol-3-yl)-pyrrolidine-1-carboxylic acid tert-butyl ester (0.205 g, 0.46 mmol) in DCM (10 mL) was added HCl 4M in dioxane (1.15 mL, 4.6 mmol) under N2. The mixture was stirred overnight at room temperature. The solvent was removed under reduced pressure and the residue washed with DCM. Re-crystallization from EtOH gave 1-[(3R,4R)-4-(1H-Indol-3-yl)-pyrrolidin-3-yl]-5,6-dihydro-4H-pyrrolo[3,2,1-ij]quinoline HCl salt ... Conditions: time 8 hour. The product is Cl.N1C=C(C2=CC=CC=C12)[C@H]1[C@@H](CNC1)C1=CN2CCCC3=CC=CC1=C23 (1-[(3R,4R)-4-(1H-Indol-3-yl)-pyrrolidin-3-yl]-5,6-dihydro-4H-pyrrolo[3,2,1-ij]quinoline HCl salt). Run in C(Cl)Cl (DCM).